describe an organic reaction: reactants, conditions, products, and yield From a dataset of the Open Reaction Database (ORD), a public repository of structured organic reaction records. The reactants are CCO, CCOC(=O)c1ccc(NCc2ccc3c(c2)C(C)(C)CCN3C(C)C)cc1, [K+], [OH-]. Product: CC(C)N1CCC(C)(C)c2cc(CNc3ccc(C(=O)O)cc3)ccc21. As a reaction SMILES: [CH3:31][CH2:32][OH:33].[CH:1]([CH3:2])([CH3:3])[N:4]1[CH2:5][CH2:6][C:7]([CH3:27])([CH3:28])[c:8]2[cH:9][c:10]([CH2:14][NH:15][c:16]3[cH:17][cH:18][c:19]([C:20](=[O:21])[O:22][CH2:23][CH3:24])[cH:25][cH:26]3)[cH:11][cH:12][c:13]21.[K+:30].[OH-:29]>>[CH:1]([CH3:2])([CH3:3])[N:4]1[CH2:5][CH2:6][C:7]([CH3:27])([CH3:28])[c:8]2[cH:9][c:10]([CH2:14][NH:15][c:16]3[cH:17][cH:18][c:19]([C:20](=[O:21])[OH:22])[cH:25][cH:26]3)[cH:11][cH:12][c:13]21. Reactants: [O-]P(=O)([O-])[O-].[K+].[K+].[K+] (K3PO4), BrC1=CC2=C(N=CN(C2=O)C2=C(C=CC=C2)F)N=C1 (6-bromo-3-(2-fluorophenyl)pyrido[2,3-d]pyrimidin-4(3H)-one), FC1=CC=C(C=C1)C=1OC2=C(C1C(=O)NC)C=C(C(=C2)N(S(=O)(=O)C)C)B2OC(C(O2)(C)C)(C)C (2-(4-fluorophenyl)-N-methyl-6-(N-methylmethylsulfonamido)-5-(4,4,5,5-tetramethyl-1,3,2-dioxaborolan-2-yl)benzofuran-3-carboxamide). Reagents/catalysts: C1=CC=C(C=C1)P([C-]2C=CC=C2)C3=CC=CC=C3.C1=CC=C(C=C1)P([C-]2C=CC=C2)C3=CC=CC=C3.Cl[Pd]Cl.[Fe+2] (Pd(dppf)Cl2). Run in CN(C=O)C (N, N-dimethyl-formamide). Reaction conditions: temperature 80 celsius. Product: FC1=CC=C(C=C1)C=1OC2=C(C1C(=O)NC)C=C(C(=C2)N(S(=O)(=O)C)C)C2=CC1=C(N=CN(C1=O)C1=C(C=CC=C1)F)N=C2 (2-(4-fluorophenyl)-5-(3-(2-fluorophenyl)-4-oxo-3,4-dihydropyrido[2,3-d]pyrimidin-6-yl)-N-methyl-6-(N-methylmethylsulfonamido)benzofuran-3-carboxamide). The yield is 9.6%. As a reaction SMILES: Br[C:2]1[CH:19]=[N:18][C:5]2[N:6]=[CH:7][N:8]([C:11]3[CH:16]=[CH:15][CH:14]=[CH:13][C:12]=3[F:17])[C:9](=[O:10])[C:4]=2[CH:3]=1.[F:20][C:21]1[CH:26]=[CH:25][C:24]([C:27]2[O:28][C:29]3[CH:39]=[C:38]([N:40]([CH3:45])[S:41]([CH3:44])(=[O:43])=[O:42])[C:37](B4OC(C)(C)C(C)(C)O4)=[CH:36][C:30]=3[C:31]=2[C:32]([NH:34][CH3:35])=[O:33])=[CH:23][CH:22]=1.[O-]P([O-])([O-])=O.[K+].[K+].[K+]>CN(C)C=O.C1C=CC(P(C2C=CC=CC=2)[C-]2C=CC=C2)=CC=1.C1C=CC(P(C2C=CC=CC=2)[C-]2C=CC=C2)=CC=1.Cl[Pd]Cl.[Fe+2]>[F:20][C:21]1[CH:26]=[CH:25][C:24]([C:27]2[O:28][C:29]3[CH:39]=[C:38]([N:40]([CH3:45])[S:41]([CH3:44])(=[O:42])=[O:43])[C:37]([C:2]4[CH:19]=[N:18][C:5]5[N:6]=[CH:7][N:8]([C:11]6[CH:16]=[CH:15][CH:14]=[CH:13][C:12]=6[F:17])[C:9](=[O:10])[C:4]=5[CH:3]=4)=[CH:36][C:30]=3[C:31]=2[C:32]([NH:34][CH3:35])=[O:33])=[CH:23][CH:22]=1 |f:2.3.4.5,7.8.9.10|. Procedure details: To a degassed mixture of 6-bromo-3-(2-fluorophenyl)pyrido[2,3-d]pyrimidin-4(3H)-one (100 mg, 0.313 mmol), and 2-(4-fluorophenyl)-N-methyl-6-(N-methylmethylsulfonamido)-5-(4,4,5,5-tetramethyl-1,3,2-dioxaborolan-2-yl)benzofuran-3-carboxamide (100 mg, 0.199 mmol) in N, N-dimethyl-formamide (5 mL) were added Pd(dppf)Cl2 (15 mg) and K3PO4 (135 mg, 0.637 mmol) under N2. The mixture was heated to 80° C. overnight. The reaction mixture was cooled to RT and filtered. The filtrate was concentrated, and th... Procedure details: Allyl bromide (0.02 ml, 0.00023 mol) was added to a stirred suspension of 5-[2-hydroxy-5-(4-methylpiperazinylsulphonyl)-phenyl]-1-methyl-3-n-propyl-1,6-dihydro-7H-pyrazolo[4,3-d]-pyrimidin-7-one (0.103 g, 0.00023 mol) and potassium carbonate (0.032 g, 0.00023 mol) in 2-butanone (10 ml) and the mixture heated under reflux for 8 hours. After cooling, the reaction mixture was evaporated under vacuum and the residue suspended in water (20 ml). The aqueous suspension was extracted with ethyl acetate ... Isolated yield 9.8%. Yields the product C(C=C)OC1=C(C=C(C=C1)S(=O)(=O)N1CCN(CC1)C)C=1NC(C2=C(N1)C(=NN2C)CCC)=O (5-[2-Allyloxy-5-(4-methylpiperazinylsulphonyl)phenyl]-1-methyl-3-n-propyl-1,6-dihydro-7H-pyrazolo[4,3-d]pyrimidin-7-one). As a reaction SMILES: [CH2:1](Br)[CH:2]=[CH2:3].[OH:5][C:6]1[CH:11]=[CH:10][C:9]([S:12]([N:15]2[CH2:20][CH2:19][N:18]([CH3:21])[CH2:17][CH2:16]2)(=[O:14])=[O:13])=[CH:8][C:7]=1[C:22]1[NH:23][C:24](=[O:35])[C:25]2[N:30]([CH3:31])[N:29]=[C:28]([CH2:32][CH2:33][CH3:34])[C:26]=2[N:27]=1.C(=O)([O-])[O-].[K+].[K+].CO>CC(=O)CC.CC(C)=O>[CH2:1]([O:5][C:6]1[CH:11]=[CH:10][C:9]([S:12]([N:15]2[CH2:20][CH2:19][N:18]([CH3:21])[CH2:17][CH2:16]2)(=[O:13])=[O:14])=[CH:8][C:7]=1[C:22]1[NH:23][C:24](=[O:35])[C:25]2[N:30]([CH3:31])[N:29]=[C:28]([CH2:32][CH2:33][CH3:34])[C:26]=2[N:27]=1)[CH:2]=[CH2:3] |f:2.3.4|. Reactants: CO (methanol), C(C=C)Br (Allyl bromide), OC1=C(C=C(C=C1)S(=O)(=O)N1CCN(CC1)C)C=1NC(C2=C(N1)C(=NN2C)CCC)=O (5-[2-hydroxy-5-(4-methylpiperazinylsulphonyl)-phenyl]-1-methyl-3-n-propyl-1,6-dihydro-7H-pyrazolo[4,3-d]-pyrimidin-7-one), C([O-])([O-])=O.[K+].[K+] (potassium carbonate). Run in CC(CC)=O (2-butanone), CC(=O)C (acetone). The reactants are ClC=1C=C2CC[C@]3(O[C@@H]([C@H]([C@@H]([C@H]3O)O)O)CO)C2=CC1CC1=CC=C(C=C1)CC ((1S,3′R,4′S,5′S,6′R)-5-chloro-6-(4-ethylbenzyl)-6′-(hydroxymethyl)-2,3,3′,4′,5′,6′-hexahydrospiro[indene-1,2′-pyran]-3′,4′,5′-triol), CCN(CC)S(F)(F)F (DAST). Solvent: C(Cl)Cl (CH2Cl2). Conditions: temperature -78 celsius, time 30 minute. Product: ClC=1C=C2CC[C@]3(O[C@@H]([C@H]([C@@H]([C@H]3O)O)O)CF)C2=CC1CC1=CC=C(C=C1)CC ((1S,3′R,4′S,5′S,6′S)-5-chloro-6-(4-ethylbenzyl)-6′-(fluoromethyl)-2,3,3′,4′,5′,6′-hexahydrospiro[indene-1,2′-pyran]-3′,4′,5′-triol). Isolated yield 39.6%. RXN SMILES: [Cl:1][C:2]1[CH:3]=[C:4]2[C:18](=[CH:19][C:20]=1[CH2:21][C:22]1[CH:27]=[CH:26][C:25]([CH2:28][CH3:29])=[CH:24][CH:23]=1)[C@:7]1([C@H:12]([OH:13])[C@@H:11]([OH:14])[C@H:10]([OH:15])[C@@H:9]([CH2:16]O)[O:8]1)[CH2:6][CH2:5]2.CCN(S(F)(F)[F:36])CC>C(Cl)Cl>[Cl:1][C:2]1[CH:3]=[C:4]2[C:18](=[CH:19][C:20]=1[CH2:21][C:22]1[CH:27]=[CH:26][C:25]([CH2:28][CH3:29])=[CH:24][CH:23]=1)[C@:7]1([C@H:12]([OH:13])[C@@H:11]([OH:14])[C@H:10]([OH:15])[C@@H:9]([CH2:16][F:36])[O:8]1)[CH2:6][CH2:5]2. Procedure details: To a solution of (1S,3′R,4′S,5′S,6′R)-5-chloro-6-(4-ethylbenzyl)-6′-(hydroxymethyl)-2,3,3′,4′,5′,6′-hexahydrospiro[indene-1,2′-pyran]-3′,4′,5′-triol (10 mg, 0.024 mmol) in CH2Cl2 (1 mL), was added DAST (9 μL, 0.072 mmol) at −78° C. The mixture was stirred for 30 min at −78° C., then allowed to warm to room temperature and stirred for another 3 h. The reaction was quenched by aqueous saturated NaHCO3. The organic layer was separated, dried with Na2SO4 and concentrated in vacuo. The resulting resi... Reported procedure: To a solution of 3-hydroxy-1-(2,6,6-trimethyl-2-cyclohexen-1-yl)-1-butanone (4.00 g, 92% pure, 17.5 mmol), 3-N,N-dimethylaminobenzoic acid (3.13 g, 19.0 mmol), and DMAP (1.85 g, 15.2 mmol) in CH2Cl2 (50 ml) was added N,N′-dicyclohexylcarbodiimine (DCC) (4.31 g, 20.9 mmol) in CH2Cl2 (15 ml). The reaction medium was stirred at room temperature for 70 h. Then, the mixture was acidified with concentrated HCl and extracted twice with ether and washed with water, saturated aqueous NaHCO3 and then with... Reactants: Cl (HCl), OC(CC(=O)C1C(=CCCC1(C)C)C)C (3-hydroxy-1-(2,6,6-trimethyl-2-cyclohexen-1-yl)-1-butanone), CN(C)C1=CC=CC(=C1)C(=O)O (3-N,N-dimethylaminobenzoic acid), C1CCC(CC1)N=C=NC2CCCCC2 (DCC). Reagents/catalysts: CN(C)C=1C=CN=CC1 (DMAP). Run at time 70 hour. Isolated yield 67.1%. The product is CN(C=1C=C(C(=O)OC(CC(C2C(=CCCC2(C)C)C)=O)C)C=CC1)C (1-methyl-3-oxo-3-(2,6,6-trimethyl-2-cyclohexen-1-yl)propyl 3-(dimethyl-amino)benzoate). RXN SMILES: [OH:1][CH:2]([CH3:15])[CH2:3][C:4]([CH:6]1[C:11]([CH3:13])([CH3:12])[CH2:10][CH2:9][CH:8]=[C:7]1[CH3:14])=[O:5].[CH3:16][N:17]([C:19]1[CH:24]=[C:23]([C:25](O)=[O:26])[CH:22]=[CH:21][CH:20]=1)[CH3:18].C1CCC(N=C=NC2CCCCC2)CC1.Cl>CN(C1C=CN=CC=1)C.C(Cl)Cl>[CH3:16][N:17]([CH3:18])[C:19]1[CH:24]=[C:23]([CH:22]=[CH:21][CH:20]=1)[C:25]([O:1][CH:2]([CH3:15])[CH2:3][C:4](=[O:5])[CH:6]1[C:11]([CH3:13])([CH3:12])[CH2:10][CH2:9][CH:8]=[C:7]1[CH3:14])=[O:26]. The solvent is C(Cl)Cl (CH2Cl2), C(Cl)Cl (CH2Cl2).